From a dataset of the Open Reaction Database (ORD), a public repository of structured organic reaction records. describe an organic reaction: reactants, conditions, products, and yield Starting materials: C(C)(C)(C)OC(=O)N1CC2=CC=C(C=C2C1)C1CCOCC1 (5-(tetrahydro-pyran-4-yl)-1,3-dihydro-isoindole-2-carboxylic acid tert-butyl ester), Cl (hydrochloric acid). Yields the product Cl.O1CCC(CC1)C=1C=C2CNCC2=CC1 (5-(Tetrahydro-pyran-4-yl)-2,3-dihydro-1H-isoindole hydrochloride). RXN SMILES: C(OC([N:8]1[CH2:16][C:15]2[C:10](=[CH:11][CH:12]=[C:13]([CH:17]3[CH2:22][CH2:21][O:20][CH2:19][CH2:18]3)[CH:14]=2)[CH2:9]1)=O)(C)(C)C.[ClH:23]>>[ClH:23].[O:20]1[CH2:21][CH2:22][CH:17]([C:13]2[CH:14]=[C:15]3[C:10](=[CH:11][CH:12]=2)[CH2:9][NH:8][CH2:16]3)[CH2:18][CH2:19]1 |f:2.3|. Reported procedure: Prepared in analogy to Example A3(e) from 5-(tetrahydro-pyran-4-yl)-1,3-dihydro-isoindole-2-carboxylic acid tert-butyl ester and hydrochloric acid. White solid. MS (m/e): 204.3 ([M+H]+, 100%).